From a dataset of the Open Reaction Database (ORD), a public repository of structured organic reaction records. describe an organic reaction: reactants, conditions, products, and yield Starting materials: [N-]=[N+]=[N-].[Na+] (sodium azide), ClC(=O)C=1C=C2C(C(=O)OC2=O)=CC1 (4-chlorocarbonylphthalic anhydride). The solvent is CC(=O)C (acetone). Conditions: time 17 hour. The product is N(=[N+]=[N-])C(=O)C=1C=C2C(C(=O)OC2=O)=CC1 (4-azidocarbonylphthalic anhydride). Reaction SMILES: [N-:1]=[N+:2]=[N-:3].[Na+].Cl[C:6]([C:8]1[CH:9]=[C:10]2[C:15](=[O:16])[O:14][C:12](=[O:13])[C:11]2=[CH:17][CH:18]=1)=[O:7]>CC(C)=O>[N:1]([C:6]([C:8]1[CH:9]=[C:10]2[C:15](=[O:16])[O:14][C:12](=[O:13])[C:11]2=[CH:17][CH:18]=1)=[O:7])=[N+:2]=[N-:3] |f:0.1|. Reported procedure: A total of 3.25 g of sodium azide was added in portions to a solution of 10.5 g of 4-chlorocarbonylphthalic anhydride in 100 ml of acetone. The mixture was allowed to stand for 17 hours at room temperature (circa 25°C) after which the yellow solution so obtained was evaporated to dryness under reduced pressure. There was thus obtained a substantially quantitative yield of 4-azidocarbonylphthalic anhydride in the form of a crystalline solid having a melting point of 100° to 103°C with decompositi... Starting materials: O.C1(=CC=C(C=C1)S(=O)(=O)O)C (p-toluenesulfonic acid hydrate), Cl.CC1=NC2=C(N1C1CCOCC1)C=CC(=C2)C(=O)O (2-methyl-1-(tetrahydropyran-4-yl)benzimidazole-5-carboxylic acid HCl salt), NC1=C(C=C(C=C1)Cl)O (2-amino-5-chlorophenol), CCN=C=NCCCN(C)C (WSC). Run in C1(=CC=CC=C1)C (toluene), CN(C)C=O (DMF), O (water). The product is ClC1=CC2=C(N=C(O2)C2=CC3=C(N(C(=N3)C)C3CCOCC3)C=C2)C=C1 (5-(6-chlorobenzoxazol-2-yl)-2-methyl-1-(tetrahydropyran-4-yl)benzimidazole). Isolated yield 1.4%. Reaction SMILES: Cl.[CH3:2][C:3]1[N:7]([CH:8]2[CH2:13][CH2:12][O:11][CH2:10][CH2:9]2)[C:6]2[CH:14]=[CH:15][C:16]([C:18]([OH:20])=O)=[CH:17][C:5]=2[N:4]=1.[NH2:21][C:22]1[CH:27]=[CH:26][C:25]([Cl:28])=[CH:24][C:23]=1O.CCN=C=NCCCN(C)C.O.C1(C)C=CC(S(O)(=O)=O)=CC=1>C1(C)C=CC=CC=1.O.CN(C=O)C>[Cl:28][C:25]1[CH:26]=[CH:27][C:22]2[N:21]=[C:18]([C:16]3[CH:15]=[CH:14][C:6]4[N:7]([CH:8]5[CH2:9][CH2:10][O:11][CH2:12][CH2:13]5)[C:3]([CH3:2])=[N:4][C:5]=4[CH:17]=3)[O:20][C:23]=2[CH:24]=1 |f:0.1,4.5|. Procedure: 2-methyl-1-(tetrahydropyran-4-yl)benzimidazole-5-carboxylic acid HCl salt (see Working Example 4-3) (0.25 g, 0.96 mmol), 2-amino-5-chlorophenol (0.15 g, 1.05 mmol), anhydrous DMF (10 mL) and WSC (0.22 g, 1.14 mmol) were stirred overnight at room temperature. After the reaction was complete, water (50 mL) was added, the precipitated crystals were filtered off, and the filter residue was extracted with water/chloroform. After the organic layer was dried over anhydrous sodium sulfate, filtration an... The reactants are O=C1CN(CCN1)C(=O)OC(C)(C)C (tert-butyl 3-oxopiperazine-1-carboxylate), CN1N=CC(=C1)I (1-methyl-4-iodo-1H-pyrazole), C(CO)O (ethylene glycol), P(=O)([O-])([O-])[O-].[K+].[K+].[K+] (potassium phosphate). Reagents/catalysts: [Cu](I)I (copper iodide). Run in C(C)(C)O (isopropanol). Reaction conditions: temperature 100 celsius. Product: CN1N=CC(=C1)N1C(CN(CC1)C(=O)OC(C)(C)C)=O (tert-butyl 4-(1-methyl-1H-pyrazol-4-yl)-3-oxopiperazine-1-carboxylate). As a reaction SMILES: [O:1]=[C:2]1[NH:7][CH2:6][CH2:5][N:4]([C:8]([O:10][C:11]([CH3:14])([CH3:13])[CH3:12])=[O:9])[CH2:3]1.[CH3:15][N:16]1[CH:20]=[C:19](I)[CH:18]=[N:17]1.C(O)CO.P([O-])([O-])([O-])=O.[K+].[K+].[K+]>C(O)(C)C.[Cu](I)I>[CH3:15][N:16]1[CH:20]=[C:19]([N:7]2[CH2:6][CH2:5][N:4]([C:8]([O:10][C:11]([CH3:14])([CH3:13])[CH3:12])=[O:9])[CH2:3][C:2]2=[O:1])[CH:18]=[N:17]1 |f:3.4.5.6|. Reported procedure: To a solution of tert-butyl 3-oxopiperazine-1-carboxylate (0.164 g, 0.819 mmol) in 3 mL of isopropanol under an atmosphere of nitrogen was added 1-methyl-4-iodo-1H-pyrazole (0.204 g, 0.983 mmol), ethylene glycol (0.051 g, 0.82 mmol), copper iodide (0.031 g, 0.16 mmol), and potassium phosphate (0.695 g, 3.28 mmol). The reaction was heated to 100° C. for 8 h, cooled to rt, and concentrated in vacuo. The residue was dissolved in dichloromethane, washed with water, dried over sodium sulfate, filtere... The reactants are CCC1CC(O)CC1c1nnc2cnc3c(ccn3COCC[Si](C)(C)C)n12, CCC1CC(O)CC1c1nnc2cnc3c(ccn3COCC[Si](C)(C)C)n12, C1CCOC1, CC(C)C[AlH]CC(C)C. The product is CCC1CC(=O)CC1c1nnc2cnc3c(ccn3COCC[Si](C)(C)C)n12. As a reaction SMILES: [CH2:10]([CH3:11])[CH:12]1[CH2:13][CH:14]([OH:37])[CH2:15][CH:16]1[c:17]1[n:18][n:19][c:20]2[n:21]1[c:22]1[c:23]([n:24][cH:25]2)[n:26]([CH2:29][O:30][CH2:31][CH2:32][Si:33]([CH3:34])([CH3:35])[CH3:36])[cH:27][cH:28]1.[CH2:38]([CH:39]1[CH:40]([c:41]2[n:42]3[c:43]4[cH:44][cH:45][n:46]([CH2:47][O:48][CH2:49][CH2:50][Si:51]([CH3:52])([CH3:53])[CH3:54])[c:55]4[n:56][cH:57][c:58]3[n:59][n:60]2)[CH2:61][CH:62]([OH:63])[CH2:64]1)[CH3:65].[CH2:66]1[O:67][CH2:68][CH2:69][CH2:70]1.[CH3:1][CH:2]([CH2:3][AlH:4][CH2:5][CH:6]([CH3:7])[CH3:8])[CH3:9]>>[CH2:10]([CH3:11])[CH:12]1[CH2:13][C:14](=[O:37])[CH2:15][CH:16]1[c:17]1[n:18][n:19][c:20]2[n:21]1[c:22]1[c:23]([n:24][cH:25]2)[n:26]([CH2:29][O:30][CH2:31][CH2:32][Si:33]([CH3:34])([CH3:35])[CH3:36])[cH:27][cH:28]1. Starting materials: [Br-], C1CCOC1, CON(C)C(=O)c1cn(Cc2cccc(Cl)c2)c2ccccc2c1=O, COc1ccc([Mg+])cc1. Yields the product COc1ccc(C(=O)c2cn(Cc3cccc(Cl)c3)c3ccccc3c2=O)cc1. Reaction SMILES: [Br-:26].[CH2:36]1[O:37][CH2:38][CH2:39][CH2:40]1.[CH3:1][O:2][N:3]([C:4](=[O:5])[c:6]1[cH:7][n:8]([CH2:17][c:18]2[cH:19][c:20]([Cl:24])[cH:21][cH:22][cH:23]2)[c:9]2[cH:10][cH:11][cH:12][cH:13][c:14]2[c:15]1=[O:16])[CH3:25].[CH3:27][O:28][c:29]1[cH:30][cH:31][c:32]([Mg+:35])[cH:33][cH:34]1>>[C:4](=[O:5])([c:6]1[cH:7][n:8]([CH2:17][c:18]2[cH:19][c:20]([Cl:24])[cH:21][cH:22][cH:23]2)[c:9]2[cH:10][cH:11][cH:12][cH:13][c:14]2[c:15]1=[O:16])[c:32]1[cH:31][cH:30][c:29]([O:28][CH3:27])[cH:34][cH:33]1. Starting materials: CCN=C=NCCCN(C)C, CCN(C(C)C)C(C)C, Cl, NN1CCOCC1, NCC(=O)N1CCC(Oc2cc(F)ccc2Cl)CC1, O=C(O)c1cn(N2CCOCC2)nn1, CN(C)C=O, O, On1nnc2ccccc21. The product is O=C(NCC(=O)N1CCC(Oc2cc(F)ccc2Cl)CC1)c1cn(N2CCOCC2)nn1. Reaction SMILES: [CH3:41][CH2:42][N:43]=[C:44]=[N:45][CH2:46][CH2:47][CH2:48][N:49]([CH3:50])[CH3:51].[CH:1]([N:2]([CH2:3][CH3:4])[CH:5]([CH3:6])[CH3:7])([CH3:8])[CH3:9].[ClH:52].[NH2:24][N:25]1[CH2:26][CH2:27][O:28][CH2:29][CH2:30]1.[NH2:53][CH2:54][C:55](=[O:56])[N:57]1[CH2:58][CH2:59][CH:60]([O:63][c:64]2[c:65]([Cl:71])[cH:66][cH:67][c:68]([F:70])[cH:69]2)[CH2:61][CH2:62]1.[O:10]1[CH2:11][CH2:12][N:13]([n:16]2[n:17][n:18][c:19]([C:21](=[O:22])[OH:23])[cH:20]2)[CH2:14][CH2:15]1.[O:72]=[CH:73][N:74]([CH3:75])[CH3:76].[OH2:77].[OH:31][n:32]1[c:33]2[c:34]([cH:35][cH:36][cH:37][cH:38]2)[n:39][n:40]1>>[O:10]1[CH2:11][CH2:12][N:13]([n:16]2[n:17][n:18][c:19]([C:21](=[O:23])[NH:53][CH2:54][C:55](=[O:56])[N:57]3[CH2:58][CH2:59][CH:60]([O:63][c:64]4[c:65]([Cl:71])[cH:66][cH:67][c:68]([F:70])[cH:69]4)[CH2:61][CH2:62]3)[cH:20]2)[CH2:14][CH2:15]1.